Dataset: the Open Reaction Database (ORD), a public repository of structured organic reaction records. Task: describe an organic reaction: reactants, conditions, products, and yield The reactants are c1ccc2c(c1)CCNC2, CN(C)C=O, O=[N+]([O-])c1cc(F)cnc1Cl, [Na+], [Na+], O=C([O-])[O-], O. Product: O=[N+]([O-])c1cc(F)cnc1N1CCc2ccccc2C1. Reaction SMILES: [CH2:23]1[NH:24][CH2:25][CH2:26][c:27]2[cH:28][cH:29][cH:30][cH:31][c:32]21.[CH3:18][N:19]([CH3:20])[CH:21]=[O:22].[Cl:1][c:2]1[n:3][cH:4][c:5]([F:11])[cH:6][c:7]1[N+:8](=[O:9])[O-:10].[Na+:12].[Na+:13].[O-:14][C:15](=[O:16])[O-:17].[OH2:33]>>[c:2]1([N:24]2[CH2:23][c:32]3[c:27]([cH:28][cH:29][cH:30][cH:31]3)[CH2:26][CH2:25]2)[n:3][cH:4][c:5]([F:11])[cH:6][c:7]1[N+:8](=[O:9])[O-:10]. Reactants: COC1=NC=CC=C1 (2-methoxypyridine), COC1=CC=C(C=O)C=C1 (4-methoxybenzaldehyde), [Cl-].[NH4+] (ammonium chloride), C1(=C(C(=CC(=C1)C)C)Br)C (mesityl bromide), C(C)(C)(C)[Li] (tert-butyllithium). Solvent: O1CCCC1 (tetrahydofuran), O1CCCC1 (tetrahydrofuran), O1CCCC1 (tetrahydrofuran). Run at temperature 0 celsius, time 1 hour. Product: COC1=CC=C(C=C1)C(O)C=1C(=NC=CC1)OC (4-methoxyphenyl 2-methoxypyridin-3-yl methanol). Yield: 58.0%. Reaction SMILES: C1(C)C=C(C)C=C(C)C=1Br.C([Li])(C)(C)C.[CH3:16][O:17][C:18]1[CH:23]=[CH:22][CH:21]=[CH:20][N:19]=1.[CH3:24][O:25][C:26]1[CH:33]=[CH:32][C:29]([CH:30]=[O:31])=[CH:28][CH:27]=1.[Cl-].[NH4+]>O1CCCC1>[CH3:24][O:25][C:26]1[CH:33]=[CH:32][C:29]([CH:30]([C:23]2[C:18]([O:17][CH3:16])=[N:19][CH:20]=[CH:21][CH:22]=2)[OH:31])=[CH:28][CH:27]=1 |f:4.5|. Reported procedure: To a solution of mesityl bromide (0.77 g) in tetrahydrofuran(2.6 mL) was added tert-butyllithium (1.48 mol/L solution in pentane, 5.3 mL) at −78° C. under an argon atmosphere, and the mixture was stirred for 1 hour. To the reaction mixture was added a solution of 2-methoxypyridine (0.33 g) in tetrahydofuran (3 mL). The temperature was raised to 0° C., and the mixture was stirred for 1 hour. The temperature was raised to room temperature, and the reaction mixture was stirred for additionally 1 ho... The reactants are N(=[N+]=[N-])C=1C=NC=C(C(=O)N)C1 (5-Azidonicotinamide), [H][H] (hydrogen). The reagents and catalysts are [Pd] (Pd/C). The solvent is CO (MeOH). The product is NC=1C=NC=C(C(=O)N)C1 (5-Aminonicotinamide). Isolated yield 36.0%. As a reaction SMILES: [N:1]([C:4]1[CH:5]=[N:6][CH:7]=[C:8]([CH:12]=1)[C:9]([NH2:11])=[O:10])=[N+]=[N-].[H][H]>CO.[Pd]>[NH2:1][C:4]1[CH:5]=[N:6][CH:7]=[C:8]([CH:12]=1)[C:9]([NH2:11])=[O:10]. Reported procedure: 97A was hydrogenated in MeOH with 10% Pd/C (20 mg) with a hydrogen balloon for 0.5 h. The Pd/C was removed by filtration. The filtrate was concentrated to give 97B (25 mg, 36% yield for two steps). 1H NMR (400 MHz, Methanol-d4) δ ppm 7.43-7.49 (m, 1H) 8.07 (d, J=2.64 Hz, 1H) 8.22 (d, J=1.76 Hz, 1H). The reactants are CC(C)(C1=NC(=NC=C1)C(F)(F)F)N (1-methyl-1-(2-trifluoromethyl-pyrimidin-4-yl)-ethylamine), FC(OC=1C=C(C=CC1)[C@H]1CC(C(N1C1=CC=C(C=C1)C(F)(F)F)=O)=O)(F)F ((R)-5-(3-trifluoromethoxy-phenyl)-1-(4-trifluoromethyl-phenyl)-pyrrolidine-2,3-dione), FC(C(=O)O)(F)F (trifluoroacetic acid), FC(C1=CC=C(C=C1)N1C(C(=C[C@@H]1C1=CC(=CC=C1)OC(F)(F)F)N[C@H](C)C1=CC=C(C=C1)Cl)=O)(F)F (1-(4-trifluoromethyl-phenyl)-3-[(R)-1-(4-chloro-phenyl)-ethylamino]-5(R)-(3-trifluoromethoxy-phenyl)-1,5-dihydro-pyrrol-2-one), FC(OC=1C=C(C=CC1)[C@H]1CC(C(N1C1=CC=C(C=C1)C(F)(F)F)=O)=O)(F)F ((R)-5-(3-trifluoromethoxy-phenyl)-1-(4-trifluoromethyl-phenyl)-pyrrolidine-2,3-dione). Solvent: C(C)(=O)O (acetic acid), C1(=CC=CC=C1)C (toluene), C(C)(=O)O (acetic acid), O (water), O (water), C1(=CC=CC=C1)C (toluene). Conditions: time 60 minute. Product: CC(C)(C1=NC(=NC=C1)C(F)(F)F)NC=1C(N([C@H](C1)C1=CC(=CC=C1)OC(F)(F)F)C1=CC=C(C=C1)C(F)(F)F)=O ((R)-3-[1-methyl-1-(2-trifluoromethyl-pyrimidin-4-yl)-ethylamino]-1-(4-trifluoromethyl-phenyl)-5-(3-trifluoromethoxy-phenyl)-1,5-dihydro-pyrrol-2-one). Yield: 65.0%. As a reaction SMILES: FC(F)(F)C(O)=O.FC(F)(F)C1C=CC(N2[C@@H](C3C=CC=C(OC(F)(F)F)C=3)C=C(N[C@@H](C3C=CC(Cl)=CC=3)C)C2=O)=CC=1.[F:45][C:46]([F:72])([F:71])[O:47][C:48]1[CH:49]=[C:50]([C@@H:54]2[N:58]([C:59]3[CH:64]=[CH:63][C:62]([C:65]([F:68])([F:67])[F:66])=[CH:61][CH:60]=3)[C:57](=[O:69])[C:56](=O)[CH2:55]2)[CH:51]=[CH:52][CH:53]=1.[CH3:73][C:74]([NH2:86])([C:76]1[CH:81]=[CH:80][N:79]=[C:78]([C:82]([F:85])([F:84])[F:83])[N:77]=1)[CH3:75]>C(O)(=O)C.O.C1(C)C=CC=CC=1>[CH3:75][C:74]([NH:86][C:56]1[C:57](=[O:69])[N:58]([C:59]2[CH:64]=[CH:63][C:62]([C:65]([F:66])([F:68])[F:67])=[CH:61][CH:60]=2)[C@@H:54]([C:50]2[CH:51]=[CH:52][CH:53]=[C:48]([O:47][C:46]([F:72])([F:45])[F:71])[CH:49]=2)[CH:55]=1)([C:76]1[CH:81]=[CH:80][N:79]=[C:78]([C:82]([F:83])([F:85])[F:84])[N:77]=1)[CH3:73]. Procedure details: Add trifluoroacetic acid (7.56 mL, 100 mmol) to a solution of 1-(4-trifluoromethyl-phenyl)-3-[(R)-1-(4-chloro-phenyl)-ethylamino]-5(R)-(3-trifluoromethoxy-phenyl)-1,5-dihydro-pyrrol-2-one (10.8 g, 20.0 mmol) in acetic acid (100 mL) and water (5 mL). Stir at ambient temperature for 60 min. Observe significant formation of (R)-5-(3-trifluoromethoxy-phenyl)-1-(4-trifluoromethyl-phenyl)-pyrrolidine-2,3-dione (LC-MS ESI m/z: 426 (M+Na)+, Tr=2.76 min., method 2). Dilute the reaction with toluene (200 ... Product: ClC1=CC=C(C=C1)[C@@H]1N=C(N([C@@H]1C1=CC=C(C=C1)Cl)C(=O)N1CCN(CC1)CC(=O)N1CCOCC1)C=1C(=NC(=NC1)C)OCC (cis-2-{4-[4,5-bis-(4-chloro-phenyl)-2-(4-ethoxy-2-methyl-pyrimidin-5-yl)-4,5-dihydro-imidazole-1-carbonyl]-piperazin-1-yl}-1-morpholin-4-yl-ethanone). Starting materials: ClC1=CC=C(C=C1)C1N=C(N(C1C1=CC=C(C=C1)Cl)C(=O)Cl)C=1C(=NC(=NC1)C)OCC (4,5-Bis-(4-chloro-phenyl)-2-(4-ethoxy-2-methyl-pyrimidin-5-yl)-4,5-dihydro-imidazole-1-carbonyl chloride), N1(CCOCC1)C(CN1CCNCC1)=O (1-morpholin-4-yl-2-piperazin-1-yl-ethanone). RXN SMILES: [Cl:1][C:2]1[CH:7]=[CH:6][C:5]([CH:8]2[CH:12]([C:13]3[CH:18]=[CH:17][C:16]([Cl:19])=[CH:15][CH:14]=3)[N:11]([C:20](Cl)=[O:21])[C:10]([C:23]3[C:24]([O:30][CH2:31][CH3:32])=[N:25][C:26]([CH3:29])=[N:27][CH:28]=3)=[N:9]2)=[CH:4][CH:3]=1.[N:33]1([C:39](=[O:47])[CH2:40][N:41]2[CH2:46][CH2:45][NH:44][CH2:43][CH2:42]2)[CH2:38][CH2:37][O:36][CH2:35][CH2:34]1>>[Cl:1][C:2]1[CH:3]=[CH:4][C:5]([C@H:8]2[C@@H:12]([C:13]3[CH:18]=[CH:17][C:16]([Cl:19])=[CH:15][CH:14]=3)[N:11]([C:20]([N:44]3[CH2:45][CH2:46][N:41]([CH2:40][C:39]([N:33]4[CH2:34][CH2:35][O:36][CH2:37][CH2:38]4)=[O:47])[CH2:42][CH2:43]3)=[O:21])[C:10]([C:23]3[C:24]([O:30][CH2:31][CH3:32])=[N:25][C:26]([CH3:29])=[N:27][CH:28]=3)=[N:9]2)=[CH:6][CH:7]=1. Procedure: cis-4-[4,5-Bis-(4-chloro-phenyl)-2-(4-ethoxy-2-methyl-pyrimidin-5-yl)-4,5-dihydro-imidazole-1-carbonyl chloride (example 16) was reacted with 1-morpholin-4-yl-2-piperazin-1-yl-ethanone (Oakwood Products) to give cis-2-{4-[4,5-bis-(4-chloro-phenyl)-2-(4-ethoxy-2-methyl-pyrimidin-5-yl)-4,5-dihydro-imidazole-1-carbonyl]-piperazin-1-yl}-1-morpholin-4-yl-ethanone in an analogous manner as described in example 1. HR-MS (ES, m/z) calculated for C33H38N7O4Cl2 [(M+H)+] 666.2357, observed 666.2358. Starting materials: CC[O-], Cl, O=c1[nH]c2cc(F)c(F)c([N+](=O)[O-])c2[nH]c1=O, [Na+], O. The product is CCOc1c(F)cc2[nH]c(=O)c(=O)[nH]c2c1[N+](=O)[O-]. Reaction SMILES: [CH3:19][CH2:20][O-:21].[ClH:22].[F:1][c:2]1[c:3]([N+:15](=[O:16])[O-:17])[c:4]2[nH:5][c:6](=[O:14])[c:7](=[O:13])[nH:8][c:9]2[cH:10][c:11]1[F:12].[Na+:18].[OH2:23]>>[c:2]1([O:21][CH2:20][CH3:19])[c:3]([N+:15](=[O:16])[O-:17])[c:4]2[nH:5][c:6](=[O:14])[c:7](=[O:13])[nH:8][c:9]2[cH:10][c:11]1[F:12]. Starting materials: BrC=1C=2N(N=C(C1)Cl)C=CN2 (8-bromo-6-chloroimidazo[1,2-b]pyridazine), CC(C)(C)[O-].[K+] (KOt-Bu), C(#N)C1=CC=C(N)C=C1 (p-cyanoaniline), solution. Run in C1CCOC1 (THF), C1CCOC1 (THF). Reaction conditions: temperature 50 celsius. Yields the product ClC=1C(=C(C=2N(N1)C=CN2)NC2=CC=C(C#N)C=C2)C (4-(6-chloro-7-methylimidazo[1,2-b]pyridazin-8-ylamino)benzonitrile). As a reaction SMILES: Br[C:2]1[C:3]2[N:4]([CH:9]=[CH:10][N:11]=2)[N:5]=[C:6]([Cl:8])[CH:7]=1.[C:12]([C:14]1[CH:20]=[CH:19][C:17]([NH2:18])=[CH:16][CH:15]=1)#[N:13].[CH3:21]C([O-])(C)C.[K+]>C1COCC1>[Cl:8][C:6]1[C:7]([CH3:21])=[C:2]([NH:18][C:17]2[CH:19]=[CH:20][C:14]([C:12]#[N:13])=[CH:15][CH:16]=2)[C:3]2[N:4]([CH:9]=[CH:10][N:11]=2)[N:5]=1 |f:2.3|. Procedure: To a mixture of free based 8-bromo-6-chloroimidazo[1,2-b]pyridazine from Example 1, step 1b (100 mg, 0.35 mmol) in THF (1.0 ml) was added p-cyanoaniline (42 mg, 0.35 mmol) and a 1.0 M solution of KOt-Bu in THF (3.0 eq, 1.05 ml, 1.05 mmol). The mixture was allowed to heat at 50° C. for 1 hour. The solution was then concentrated in vacuo to dryness to provide 4-(6-chloro-7-methylimidazo[1,2-b]pyridazin-8-ylamino)benzonitrile as a solid m/e 284 (MH+) Reactants: N(=O)[O-].[Na+] (sodium nitrite), NC1=CC(=C(NS(=O)(=O)C)C=C1)CC1=C(C=C(C=C1)F)F (4'-amino-2'-(2,4-difluorobenzyl)methanesulfonanilide), Cl (hydrochloric acid), [C-]#N.[Na+] (sodium cyanide), cupric sulfate pentahydrate, ice water, C([O-])(O)=O.[Na+] (sodium bicarbonate). Run in O (water), O (water), CN(C=O)C (N,N-Dimethylformamide), O (water). Reaction conditions: time 20 minute. Product: C(#N)C1=CC(=C(NS(=O)(=O)C)C=C1)C(C1=C(C=C(C=C1)F)F)O (4'-cyano-2'-(2,4-difluoro-α-hydroxybenzyl)methanesulfonanilide). RXN SMILES: N([O-])=O.[Na+].N[C:6]1[CH:16]=[CH:15][C:9]([NH:10][S:11]([CH3:14])(=[O:13])=[O:12])=[C:8]([CH2:17][C:18]2[CH:23]=[CH:22][C:21]([F:24])=[CH:20][C:19]=2[F:25])[CH:7]=1.Cl.[C-:27]#[N:28].[Na+].C(=O)(O)[O-:31].[Na+]>O.CN(C)C=O>[C:27]([C:6]1[CH:16]=[CH:15][C:9]([NH:10][S:11]([CH3:14])(=[O:13])=[O:12])=[C:8]([CH:17]([OH:31])[C:18]2[CH:23]=[CH:22][C:21]([F:24])=[CH:20][C:19]=2[F:25])[CH:7]=1)#[N:28] |f:0.1,4.5,6.7|. Procedure details: A solution of sodium nitrite (0.79 g) in water (5 ml) was added dropwise to a mixture of 4'-amino-2'-(2,4-difluorobenzyl)methanesulfonanilide (3.0 g) and hydrochloric acid (1.7 ml) in water (15 ml) at 0° to 5° C., and the solution was stirred for 20 minutes at the same temperature. The resulting solution was added dropwise to a mixture of sodium cyanide (1.7 g) and cupric sulfate pentahydrate (3.1 g) in water (25 ml) at 5 to 10° C. N,N-Dimethylformamide (30 ml) was added and the mixture was adju...